From a dataset of the Open Reaction Database (ORD), a public repository of structured organic reaction records. describe an organic reaction: reactants, conditions, products, and yield Starting materials: Nc1ccc(Br)cc1[N+](=O)[O-], CCO, [Na+], [OH-], Cl[Sn]Cl. Yields the product Nc1ccc(Br)cc1N. RXN SMILES: [Br:1][c:2]1[cH:3][c:4]([N+:9]([O-:10])=[O:11])[c:5]([NH2:6])[cH:7][cH:8]1.[CH3:17][CH2:18][OH:19].[Na+:16].[OH-:15].[Sn:12]([Cl:13])[Cl:14]>>[Br:1][c:2]1[cH:3][c:4]([NH2:9])[c:5]([NH2:6])[cH:7][cH:8]1.